Dataset: the Open Reaction Database (ORD), a public repository of structured organic reaction records. Task: describe an organic reaction: reactants, conditions, products, and yield Reactants: N#Cc1ccc(N)cc1, O=Cc1cccs1. Product: N#Cc1ccc(NCc2cccs2)cc1. RXN SMILES: [NH2:1][c:2]1[cH:3][cH:4][c:5]([C:6]#[N:7])[cH:8][cH:9]1.[s:10]1[c:11]([CH:15]=[O:16])[cH:12][cH:13][cH:14]1>>[NH:1]([c:2]1[cH:3][cH:4][c:5]([C:6]#[N:7])[cH:8][cH:9]1)[CH2:15][c:11]1[s:10][cH:14][cH:13][cH:12]1.